From a dataset of the Open Reaction Database (ORD), a public repository of structured organic reaction records. describe an organic reaction: reactants, conditions, products, and yield Reactants: C#Cc1ccc(CCCCCC)cc1, CC#N, [Cu]I, Nc1ccc(I)cc1, Cl[Pd]Cl, c1ccc(P(c2ccccc2)c2ccccc2)cc1, c1ccc(P(c2ccccc2)c2ccccc2)cc1. Product: CCCCCCc1ccc(C#Cc2ccc(N)cc2)cc1. Reaction SMILES: [C:9](#[CH:10])[c:11]1[cH:12][cH:13][c:14]([CH2:17][CH2:18][CH2:19][CH2:20][CH2:21][CH3:22])[cH:15][cH:16]1.[CH3:23][C:24]#[N:25].[Cu:26][I:27].[I:1][c:2]1[cH:3][cH:4][c:5]([NH2:6])[cH:7][cH:8]1.[Pd:28]([Cl:29])[Cl:30].[c:31]1([P:32]([c:33]2[cH:34][cH:35][cH:36][cH:37][cH:38]2)[c:39]2[cH:40][cH:41][cH:42][cH:43][cH:44]2)[cH:45][cH:46][cH:47][cH:48][cH:49]1.[c:50]1([P:51]([c:52]2[cH:53][cH:54][cH:55][cH:56][cH:57]2)[c:58]2[cH:59][cH:60][cH:61][cH:62][cH:63]2)[cH:64][cH:65][cH:66][cH:67][cH:68]1>>[c:2]1([C:10]#[C:9][c:11]2[cH:12][cH:13][c:14]([CH2:17][CH2:18][CH2:19][CH2:20][CH2:21][CH3:22])[cH:15][cH:16]2)[cH:3][cH:4][c:5]([NH2:6])[cH:7][cH:8]1. Reactants: [H-].[Na+] (sodium hydride), Cl (hydrochloric acid), C1(CCCCC1)CCO (2-cyclohexylethanol), ClCC(CC(=O)OCC1=CC=CC=C1)=O (benzyl 4-chloroacetoacetate). The solvent is C1CCOC1 (THF). Reaction conditions: temperature 40 celsius, time 30 minute. Yields the product C1(CCCCC1)CCOCC(CC(=O)OCC1=CC=CC=C1)=O (Benzyl 4-(2-cyclohexylethoxy)acetoacetate). As a reaction SMILES: [H-].[Na+].[CH:3]1([CH2:9][CH2:10][OH:11])[CH2:8][CH2:7][CH2:6][CH2:5][CH2:4]1.Cl[CH2:13][C:14](=[O:26])[CH2:15][C:16]([O:18][CH2:19][C:20]1[CH:25]=[CH:24][CH:23]=[CH:22][CH:21]=1)=[O:17].Cl>C1COCC1>[CH:3]1([CH2:9][CH2:10][O:11][CH2:13][C:14](=[O:26])[CH2:15][C:16]([O:18][CH2:19][C:20]2[CH:25]=[CH:24][CH:23]=[CH:22][CH:21]=2)=[O:17])[CH2:8][CH2:7][CH2:6][CH2:5][CH2:4]1 |f:0.1|. Procedure: 0.68 g (17.0 mmol) of sodium hydride (60% oily) was suspended in 7 ml of THF. 1.36 g (10.6 mmol) of 2-cyclohexylethanol was added to the obtained suspension at 0° C., and they were stirred at 40° C. for 30 minutes. 2.00 g (8.82 mmol) of benzyl 4-chloroacetoacetate was added to the obtained mixture at room temperature, and they were refluxed at 100° C. for 3 hours. 1 N hydrochloric acid was added to the reaction mixture. After the extraction with ethyl acetate, the organic layer was washed with 1...